Dataset: the Open Reaction Database (ORD), a public repository of structured organic reaction records. Task: describe an organic reaction: reactants, conditions, products, and yield The reactants are COC=1C=C(C=C(C1OC)OC)C=1SC(=C(N1)C)C(=O)OCC (Ethyl 2-(3,4,5-trimethoxyphenyl)-4-methylthiazole-5-carboxylate), O.NN (hydrazine hydrate). The solvent is C(C)O (ethanol). Yields the product COC=1C=C(C=C(C1OC)OC)C=1SC(=C(N1)C)C(=O)NN (2-(3,4,5-trimethoxyphenyl)-4-methylthiazole-5-carboxylic acid hydrazide). Yield: 59.0%. As a reaction SMILES: [CH3:1][O:2][C:3]1[CH:4]=[C:5]([C:13]2[S:14][C:15]([C:19]([O:21]CC)=O)=[C:16]([CH3:18])[N:17]=2)[CH:6]=[C:7]([O:11][CH3:12])[C:8]=1[O:9][CH3:10].O.[NH2:25][NH2:26]>C(O)C>[CH3:1][O:2][C:3]1[CH:4]=[C:5]([C:13]2[S:14][C:15]([C:19]([NH:25][NH2:26])=[O:21])=[C:16]([CH3:18])[N:17]=2)[CH:6]=[C:7]([O:11][CH3:12])[C:8]=1[O:9][CH3:10] |f:1.2|. Reported procedure: Ethyl 2-(3,4,5-trimethoxyphenyl)-4-methylthiazole-5-carboxylate prepared in Example 4 (6.2 g corresponding to its 0.02 mol), 6.1 g (0.1 mol) of hydrazine hydrate of purity of 82% and 150 ml of ethanol were heated for 6 hours at a temperature of 90° C. The crystals, which separated out after cooling the reaction mixture, were recrystallized from 95% aqueous ethanolic solution to obtain the object consisting of faintly yellow scale-like crystals, amounting to 3.8 g and melting at 179.5° to 181° C.... Reactants: NC1[C@@H]2N(C(=C(CS2)C)C(=O)O)C1=O (7-amino-3-methyl-3-cephem-4-carboxylic acid), C(=O)(OCC)N1C(C=2C(C1=O)=CC=CC2)=O (N-carbethoxyphthalimide), C(=O)(O)[O-].[Na+] (NaHCO3), phthalimido, OP(=O)(O)O (H3PO4). Solvent: CC(=O)C (acetone), O (water). Reaction conditions: time 3 hour. Product: C1(C=2C(C(N1C1[C@@H]3N(C(=C(CS3)C)C(=O)O)C1=O)=O)=CC=CC2)=O (7-Phthalimido-3-methyl-3-cephem-4-carboxylic acid). Reaction SMILES: [NH2:1][CH:2]1[C:13](=[O:14])[N:4]2[C:5]([C:10]([OH:12])=[O:11])=[C:6]([CH3:9])[CH2:7][S:8][C@H:3]12.C([O-])(O)=O.[Na+].C(N1[C:29](=[O:30])[C:28]2=[CH:31][CH:32]=[CH:33][CH:34]=[C:27]2[C:26]1=[O:35])(OCC)=O.OP(O)(O)=O>CC(C)=O.O>[C:26]1(=[O:35])[N:1]([CH:2]2[C:13](=[O:14])[N:4]3[C:5]([C:10]([OH:12])=[O:11])=[C:6]([CH3:9])[CH2:7][S:8][C@H:3]23)[C:29](=[O:30])[C:28]2=[CH:31][CH:32]=[CH:33][CH:34]=[C:27]12 |f:1.2|. Procedure details: To a suspension of 181 g. of 7-amino-3-methyl-3-cephem-4-carboxylic acid (7-ADCA) in 1700 ml. of water, 142 g. of NaHCO3 were slowly added followed by a solution of 186 g. of N-carbethoxyphthalimide in 1 liter of acetone added dropwise over a 30 minute period. After stirring for 3 hrs. the solution was cooled in an ice-water bath and acidified to pH 2.1 by addition of 600 ml. of 42.5% of H3PO4. The resulting precipitate was filtered, washed with water, and vacuum dried to give 227 g. of a mixtur... Reactants: CC(C)(C)c1nnc(N=C=O)s1, C=CCNCC=O, CCOCC, CCCCC, c1ccccc1. Yields the product C=CCN(CC=O)C(=O)Nc1nnc(C(C)(C)C)s1. RXN SMILES: [C:1]([CH3:2])([CH3:3])([CH3:4])[c:5]1[n:6][n:7][c:8]([N:10]=[C:11]=[O:12])[s:9]1.[CH2:13]([CH:14]=[CH2:15])[NH:16][CH2:17][CH:18]=[O:19].[CH2:31]([O:32][CH2:33][CH3:34])[CH3:35].[CH3:26][CH2:27][CH2:28][CH2:29][CH3:30].[cH:20]1[cH:21][cH:22][cH:23][cH:24][cH:25]1>>[C:1]([CH3:2])([CH3:3])([CH3:4])[c:5]1[n:6][n:7][c:8]([NH:10][C:11](=[O:12])[N:16]([CH2:13][CH:14]=[CH2:15])[CH2:17][CH:18]=[O:19])[s:9]1. Reactants: Compound 6b, C(C)NCC (diethylamine), BrC(=C)CBr (2,3-dibromopropene). Yields the product C(C)N(C=C(C)Br)CC (1-diethylamino-2-bromo-propene). As a reaction SMILES: [CH2:1]([NH:3][CH2:4][CH3:5])[CH3:2].[Br:6][C:7]([CH2:9]Br)=[CH2:8]>>[CH2:1]([N:3]([CH2:4][CH3:5])[CH:8]=[C:7]([Br:6])[CH3:9])[CH3:2]. Procedure details: Compound 6b is preferably synthesized by reacting diethylamine with 2,3-dibromopropene to produce 1-diethylamino-2-bromo-propene. Copper iodide is then added with THF and the mixture is cooled to below about -78° C. The solution is stirred and allowed to gradually rise to room temperature. The mixture may then be opened to air and poured into a solution of saturated ammonium chloride. Compound 6a may then be extracted with, e.g., ether, and dried. The reactants are CC(=O)O, CC(C)S, O=C(NC(O)C(=O)O)OCc1ccccc1, O=S(=O)(O)O. Product: CC(C)SC(NC(=O)OCc1ccccc1)C(=O)O. RXN SMILES: [CH3:26][C:27](=[O:28])[OH:29].[CH:17]([CH3:18])([CH3:19])[SH:20].[OH:1][CH:2]([NH:3][C:4](=[O:5])[O:6][CH2:7][c:8]1[cH:9][cH:10][cH:11][cH:12][cH:13]1)[C:14](=[O:15])[OH:16].[S:21](=[O:22])(=[O:23])([OH:24])[OH:25]>>[CH:2]([NH:3][C:4](=[O:5])[O:6][CH2:7][c:8]1[cH:9][cH:10][cH:11][cH:12][cH:13]1)([C:14](=[O:15])[OH:16])[S:20][CH:17]([CH3:18])[CH3:19]. Reactants: FC(C(=O)O)(F)F.C(C)C1=CC=C(C=C1)C1CC(CN(C1)C(=O)N1CCCC1)N (5-(4-Ethylphenyl)-1-(pyrrolidin-1-ylcarbonyl)piperidine-3-amine trifluoroacetate), FC1=CC=C(C=C1)N=C=O (4-fluorophenyl isocyanate). Yields the product C(C)C1=CC=C(C=C1)C1CC(CN(C1)C(=O)N1CCCC1)NC(=O)NC1=CC=C(C=C1)F (1-[5-(4-Ethylphenyl)-1-(pyrrolidin-1-ylcarbonyl)piperidin-3-yl]-3-(4-fluorophenyl)urea). As a reaction SMILES: FC(F)(F)C(O)=O.[CH2:8]([C:10]1[CH:15]=[CH:14][C:13]([CH:16]2[CH2:21][N:20]([C:22]([N:24]3[CH2:28][CH2:27][CH2:26][CH2:25]3)=[O:23])[CH2:19][CH:18]([NH2:29])[CH2:17]2)=[CH:12][CH:11]=1)[CH3:9].[F:30][C:31]1[CH:36]=[CH:35][C:34]([N:37]=[C:38]=[O:39])=[CH:33][CH:32]=1>>[CH2:8]([C:10]1[CH:11]=[CH:12][C:13]([CH:16]2[CH2:21][N:20]([C:22]([N:24]3[CH2:25][CH2:26][CH2:27][CH2:28]3)=[O:23])[CH2:19][CH:18]([NH:29][C:38]([NH:37][C:34]3[CH:35]=[CH:36][C:31]([F:30])=[CH:32][CH:33]=3)=[O:39])[CH2:17]2)=[CH:14][CH:15]=1)[CH3:9] |f:0.1|. Procedure details: 83 mg (50% pure, 0.15 mmol) of 5-(4-ethylphenyl)-1-(pyrrolidin-1-ylcarbonyl)piperidine-3-amine trifluoroacetate (Example 12A) and 23 mg (0.17 mmol, 1.2 eq.) of 4-fluorophenyl isocyanate were reacted according to General Method 4. Yield: 44 mg (67% of theory) Starting materials: FC1=C(C=CC(=C1)C(C(=O)Cl)C)C1=CC=CC=C1 (2-(2-Fluorobiphenyl-4-yl)propionic acid chloride), acid, C(C(=O)Cl)(=O)Cl (oxalyl chloride), C1(=CC=CC=C1)C (toluene), Cl.CNO (N-Methylhydroxylamine hydrochloride). The reagents and catalysts are N,N-(dimethylformamide). Solvent: C(C)N(CC)CC (triethylamine), O1CCCC1 (tetrahydrofuran), O (water). Yields the product FC1=C(C=CC(=C1)C(C(=O)N(O)C)C)C1=CC=CC=C1 (2-(2-fluorobiphenyl-4-yl)-N-methylpropanohydroxamic acid). RXN SMILES: [F:1][C:2]1[CH:7]=[C:6]([CH:8]([CH3:12])[C:9](Cl)=[O:10])[CH:5]=[CH:4][C:3]=1[C:13]1[CH:18]=[CH:17][CH:16]=[CH:15][CH:14]=1.C(Cl)(=O)C(Cl)=O.C1(C)C=CC=CC=1.Cl.[CH3:33][NH:34][OH:35]>O1CCCC1.O.C(N(CC)CC)C>[F:1][C:2]1[CH:7]=[C:6]([CH:8]([CH3:12])[C:9]([N:34]([CH3:33])[OH:35])=[O:10])[CH:5]=[CH:4][C:3]=1[C:13]1[CH:18]=[CH:17][CH:16]=[CH:15][CH:14]=1 |f:3.4|. Reported procedure: 2-(2-Fluorobiphenyl-4-yl)propionic acid chloride (prepared in the normal manner from 1.75 g of acid, ca 1 ml of oxalyl chloride, toluene, and 3 drops of N,N-(dimethylformamide) was dissolved in tetrahydrofuran (30 ml) and added over 5-10 minutes to a solution of N-Methylhydroxylamine hydrochloride (ca 2 g) in water (5 ml) containing triethylamine (5 ml) at 0°. Solvent was evaporated, and neutral material was isolated with ethyl acetate. Recrystallization from ether-light petroleum (b.pt. 40°-60°...